From a dataset of the Open Reaction Database (ORD), a public repository of structured organic reaction records. describe an organic reaction: reactants, conditions, products, and yield Isolated yield 14.5%. Product: C1=C(C=CC2=CC=CC=C12)OCC(=O)O (2-(2-Naphthoxy)acetic acid). The solvent is O (H2O). Procedure details: To a solution of potassium hydroxide (10.0 g, 0.175 mol) in H2O (100 mL) was added 2-naphthol (10.43 g, 72 mmol), followed by 2-chloroacetic acid (7.79 g, 83 mmol). The resulting mixture was heated at 70° C. for 4 h, then allowed to cool. The mixture was filtered, and the filtrate was extracted with EtOAc. The aqueous phase was made acidic by the addition of 3N HCl and extracted with EtOAc. The organic phase from the acidic extraction was washed successively with H2O and saturated aqueous NaCl. ... Conditions: temperature 70 celsius. Starting materials: [OH-].[K+] (potassium hydroxide), C1=C(C=CC2=CC=CC=C12)O (2-naphthol), ClCC(=O)O (2-chloroacetic acid). RXN SMILES: [OH-].[K+].[CH:3]1[C:12]2[C:7](=[CH:8][CH:9]=[CH:10][CH:11]=2)[CH:6]=[CH:5][C:4]=1[OH:13].Cl[CH2:15][C:16]([OH:18])=[O:17]>O>[CH:3]1[C:12]2[C:7](=[CH:8][CH:9]=[CH:10][CH:11]=2)[CH:6]=[CH:5][C:4]=1[O:13][CH2:15][C:16]([OH:18])=[O:17] |f:0.1|. Starting materials: CCN1CCCNCC1, CCN(C(C)C)C(C)C, COC(=O)c1cnc(Cl)nc1, ClCCl. Product: CCN1CCCN(c2ncc(C(=O)OC)cn2)CC1. As a reaction SMILES: [CH2:12]([CH3:13])[N:14]1[CH2:15][CH2:16][NH:17][CH2:18][CH2:19][CH2:20]1.[CH2:21]([N:22]([CH:23]([CH3:24])[CH3:25])[CH:26]([CH3:27])[CH3:28])[CH3:29].[Cl:1][c:2]1[n:3][cH:4][c:5]([C:8](=[O:9])[O:10][CH3:11])[cH:6][n:7]1.[Cl:30][CH2:31][Cl:32]>>[c:2]1([N:17]2[CH2:16][CH2:15][N:14]([CH2:12][CH3:13])[CH2:20][CH2:19][CH2:18]2)[n:3][cH:4][c:5]([C:8](=[O:9])[O:10][CH3:11])[cH:6][n:7]1. Starting materials: C(C)(C)(C)[Si](OC(COC=1C(=NC(=NC1Cl)Cl)N1CCOCC1)C1CC1)(C)C (4-{5-[2-(tert-butyl-dimethyl-silanyloxy)-2-cyclopropyl-ethoxy]-2,6-dichloro-pyrimidin-4-yl}-morpholine), CCCC[N+](CCCC)(CCCC)CCCC.[F-] (TBAF). Reaction SMILES: C([Si](C)(C)[O:6][CH:7]([CH:24]1[CH2:26][CH2:25]1)[CH2:8][O:9][C:10]1[C:11]([N:18]2[CH2:23][CH2:22][O:21][CH2:20][CH2:19]2)=[N:12][C:13]([Cl:17])=[N:14][C:15]=1[Cl:16])(C)(C)C.CCCC[N+](CCCC)(CCCC)CCCC.[F-]>C1COCC1>[CH:24]1([CH:7]([OH:6])[CH2:8][O:9][C:10]2[C:15]([Cl:16])=[N:14][C:13]([Cl:17])=[N:12][C:11]=2[N:18]2[CH2:19][CH2:20][O:21][CH2:22][CH2:23]2)[CH2:26][CH2:25]1 |f:1.2|. Yield: 68.2%. Procedure details: To a solution of 4-{5-[2-(tert-butyl-dimethyl-silanyloxy)-2-cyclopropyl-ethoxy]-2,6-dichloro-pyrimidin-4-yl}-morpholine (386 mg, 0.86 mmol) in THF (10 mL) was added TBAF (947 μL, 0.95 mmol, 1.0 M solution in THF) dropwise. The reaction mixture was stirred at RT for 3 hours before the reaction was quenched with saturated aqueous ammonium chloride solution (20 mL). The mixture was extracted with ethyl acetate (3×20 mL) and then combined organic phases were washed with brine (10 mL), dried (Na2SO4)... Reaction conditions: time 3 hour. The solvent is C1CCOC1 (THF). The product is C1(CC1)C(COC=1C(=NC(=NC1N1CCOCC1)Cl)Cl)O (1-Cyclopropyl-2-(2,4-dichloro-6-morpholin-4-yl-pyrimidin-5-yloxy)-ethanol).